This data is from the Open Reaction Database (ORD), a public repository of structured organic reaction records. The task is: describe an organic reaction: reactants, conditions, products, and yield Product: COC(=O)C(C)(C)c1cccc(O)c1. Reaction SMILES: [B:16]([Br:17])([Br:18])[Br:19].[CH3:1][O:2][c:3]1[cH:4][c:5]([C:9]([C:10](=[O:11])[O:12][CH3:13])([CH3:14])[CH3:15])[cH:6][cH:7][cH:8]1.[Cl:20][CH2:21][Cl:22]>>[OH:2][c:3]1[cH:4][c:5]([C:9]([C:10](=[O:11])[O:12][CH3:13])([CH3:14])[CH3:15])[cH:6][cH:7][cH:8]1. Starting materials: BrB(Br)Br, COC(=O)C(C)(C)c1cccc(OC)c1, ClCCl.